Task: describe an organic reaction: reactants, conditions, products, and yield. Dataset: the Open Reaction Database (ORD), a public repository of structured organic reaction records The reactants are CC(C)COC(=O)c1cc(OCC(C)C)cc(OCC(C)C)c1, CO, ClC(Cl)Cl, Cl, [Na+], [OH-], O. Yields the product CC(C)COc1cc(OCC(C)C)cc(C(=O)O)c1. Reaction SMILES: [CH2:1]([CH:2]([CH3:3])[CH3:4])[O:5][c:6]1[cH:7][c:8]([C:9](=[O:10])[O:11][CH2:12][CH:13]([CH3:14])[CH3:15])[cH:16][c:17]([O:19][CH2:20][CH:21]([CH3:22])[CH3:23])[cH:18]1.[CH3:31][OH:32].[CH:26]([Cl:27])([Cl:28])[Cl:29].[ClH:30].[Na+:25].[OH-:24].[OH2:33]>>[CH2:1]([CH:2]([CH3:3])[CH3:4])[O:5][c:6]1[cH:7][c:8]([C:9](=[O:10])[OH:11])[cH:16][c:17]([O:19][CH2:20][CH:21]([CH3:22])[CH3:23])[cH:18]1.